Dataset: the Open Reaction Database (ORD), a public repository of structured organic reaction records. Task: describe an organic reaction: reactants, conditions, products, and yield Starting materials: C[Li] (methyllithium), CCOCC (ether), C(=O)C1=CC=C(C=C(C1=O)O)C(C)C (7-formyl-4-isopropyl-2-hydroxy-2,4,6-cycloheptatrien-1-one). Run in O1CCCC1 (tetrahydrofuran). Reaction conditions: temperature -78 celsius. Yields the product OC(C)C1=CC=C(C=C(C1=O)O)C(C)C (7-(α-hydroxyethyl)-4-isopropyl-2-hydroxy-2,4,6-cycloheptatrien-l-one). As a reaction SMILES: [CH:1]([C:3]1[C:9](=[O:10])[C:8]([OH:11])=[CH:7][C:6]([CH:12]([CH3:14])[CH3:13])=[CH:5][CH:4]=1)=[O:2].C[Li].[CH3:17]COCC>O1CCCC1>[OH:2][CH:1]([C:3]1[C:9](=[O:10])[C:8]([OH:11])=[CH:7][C:6]([CH:12]([CH3:14])[CH3:13])=[CH:5][CH:4]=1)[CH3:17]. Procedure details: 7-formyl-4-isopropyl-2-hydroxy-2,4,6-cycloheptatrien-1-one (2.00 g, 10 mmol) was dissolved in tetrahydrofuran (20 ml) and cooled to -78° C. in a dry ice/acetone bath. A solution of methyllithium the ether (1.4M, 15 ml) was added dropwise to the solution, then dry ice/acetone bath was removed and stirring was continued until the insolubles were dissolved. An aqueous saturated ammonium chloride was added to the reaction mixture and extracted with methylene chloride. The methylene chloride layer wa... Reactants: [OH-].[Na+] (sodium hydroxide), FC=1C=NC=CC1C=1N=CC(=NC1C=1C=NC=CC1)N (5-(3-fluoropyridin-4-yl)-6-pyridin-3-ylpyrazin-2-amine), S(O)(O)(=O)=O (sulphuric acid), N(=O)[O-].[Na+] (sodium nitrite). Solvent: O (water). Conditions: time 1 hour. The product is FC=1C=NC=CC1C=1N=CC(NC1C=1C=NC=CC1)=O (5-(3-Fluoropyridin-4-yl)-6-pyridin-3-ylpyrazin-2(1H)-one). Yield: 99.0%. RXN SMILES: N([O-])=O.[Na+].[F:5][C:6]1[CH:7]=[N:8][CH:9]=[CH:10][C:11]=1[C:12]1[N:13]=[CH:14][C:15](N)=[N:16][C:17]=1[C:18]1[CH:19]=[N:20][CH:21]=[CH:22][CH:23]=1.S(=O)(=O)(O)[OH:26].[OH-].[Na+]>O>[F:5][C:6]1[CH:7]=[N:8][CH:9]=[CH:10][C:11]=1[C:12]1[N:13]=[CH:14][C:15](=[O:26])[NH:16][C:17]=1[C:18]1[CH:19]=[N:20][CH:21]=[CH:22][CH:23]=1 |f:0.1,4.5|. Procedure: A solution of sodium nitrite (0.248 g, 3.6 mmol) in water (2.5 mL) was added dropwise to a stirred, cooled (ice-bath) mixture of 5-(3-fluoropyridin-4-yl)-6-pyridin-3-ylpyrazin-2-amine (Example 115) (0.80 g, 3.0 mmol) and 5% aqueous sulphuric acid (18 mL). After 1 hour, the mixture was taken to pH 5-6 with aqueous sodium hydroxide solution with external cooling. The mixture was concentrated to low bulk then extracted with chloroform. The organic layer was dried (MgSO4) and concentrated in vaccuo ... The reactants are OC1=C2C=CC(=NC2=CC=C1)Cl (5-hydroxy-2-chloroquinoline), BrCC=1C=NC=CC1 (3-bromomethyl-pyridine), N[C@@H]1CCC2=CC=CC=C12 ((R)-1-aminoindane). The product is [C@H]1(CCC2=CC=CC=C12)NC1=NC2=CC=CC(=C2C=C1)OCC=1C=NC=CC1 ((R)-Indan-1-yl-[5-(pyridin-3-ylmethoxy)-quinolin-2-yl]-amine). As a reaction SMILES: [OH:1][C:2]1[CH:11]=[CH:10][CH:9]=[C:8]2[C:3]=1[CH:4]=[CH:5][C:6](Cl)=[N:7]2.Br[CH2:14][C:15]1[CH:16]=[N:17][CH:18]=[CH:19][CH:20]=1.[NH2:21][C@H:22]1[C:30]2[C:25](=[CH:26][CH:27]=[CH:28][CH:29]=2)[CH2:24][CH2:23]1>>[C@H:22]1([NH:21][C:6]2[CH:5]=[CH:4][C:3]3[C:8](=[CH:9][CH:10]=[CH:11][C:2]=3[O:1][CH2:14][C:15]3[CH:16]=[N:17][CH:18]=[CH:19][CH:20]=3)[N:7]=2)[C:30]2[C:25](=[CH:26][CH:27]=[CH:28][CH:29]=2)[CH2:24][CH2:23]1. Procedure: The title compound, MS: m/e=367.5 (M+H+), was prepared in accordance with the general method of example 2 from 5-hydroxy-2-chloroquinoline, 3-bromomethyl-pyridine and (R)-1-aminoindane.